This data is from the Open Reaction Database (ORD), a public repository of structured organic reaction records. The task is: describe an organic reaction: reactants, conditions, products, and yield Starting materials: CC(=O)OC(C)(C)C, COC(=O)c1cccc(-c2ncoc2C)c1, [Li]. The product is Cc1ocnc1-c1cccc(C(=O)CC(=O)OC(C)(C)C)c1. As a reaction SMILES: [C:17]([CH3:18])(=[O:19])[O:20][C:21]([CH3:22])([CH3:23])[CH3:24].[CH3:1][O:2][C:3]([c:4]1[cH:5][c:6](-[c:10]2[n:11][cH:12][o:13][c:14]2[CH3:15])[cH:7][cH:8][cH:9]1)=[O:16].[Li:25]>>[C:3]([c:4]1[cH:5][c:6](-[c:10]2[n:11][cH:12][o:13][c:14]2[CH3:15])[cH:7][cH:8][cH:9]1)(=[O:16])[CH2:18][C:17](=[O:19])[O:20][C:21]([CH3:22])([CH3:23])[CH3:24]. Starting materials: C(C)(C)C1=NNC=C1 (3-isopropyl-1H-pyrazole), ClC1=NC2=C(C(=CC=C2C(=C1)OCC1=CC=C(C=C1)OC)OC)C (2-Chloro-8-methyl-7-methoxy-4-(4-methoxy-benzyloxy)-quinoline), O (water). The solvent is CN1C(CCC1)=O (N-methylpyrrolidone). The product is OC1=CC(=NC2=C(C(=CC=C12)OC)C)N1N=C(C=C1)C(C)C (4-hydroxy-7-methoxy-8-methyl-2-(3-isopropyl-pyrazol-1-yl)-quinoline). The yield is 49.0%. RXN SMILES: [CH:1]([C:4]1[CH:8]=[CH:7][NH:6][N:5]=1)([CH3:3])[CH3:2].Cl[C:10]1[CH:19]=[C:18]([O:20]CC2C=CC(OC)=CC=2)[C:17]2[C:12](=[C:13]([CH3:32])[C:14]([O:30][CH3:31])=[CH:15][CH:16]=2)[N:11]=1.O>CN1CCCC1=O>[OH:20][C:18]1[C:17]2[C:12](=[C:13]([CH3:32])[C:14]([O:30][CH3:31])=[CH:15][CH:16]=2)[N:11]=[C:10]([N:6]2[CH:7]=[CH:8][C:4]([CH:1]([CH3:3])[CH3:2])=[N:5]2)[CH:19]=1. Procedure details: A solution of compound 233b (350 mg, 1 eq.) and compound 221b (480 mg, 6 eq.) in N-methylpyrrolidone (5 mL) was heated at 200° C. for 30 min. After the reaction mixture was cooled to room temperature, water was added. The mixture was extracted with EtOAc, dried over Na2SO4, filtered, and concentrated under reduced pressure. The crude material was purified by chromatography on silica gel (EtOAc/DCM). Recrystallisation in diethylether gave compound 236b as a white solid in 49% yield. 1H NMR (CDCl3...